Dataset: the Open Reaction Database (ORD), a public repository of structured organic reaction records. Task: describe an organic reaction: reactants, conditions, products, and yield Starting materials: [Li]CCCC, CCCCI, COc1ccc2c(c1)C(=O)CCC2, CN(C)P(=O)(N(C)C)N(C)C, CC(C)[N-]C(C)C, CC(C)NC(C)C, [Cl-], [Li+], [NH4+], C1CCOC1. The product is CCCCC1CCc2ccc(OC)cc2C1=O. RXN SMILES: [CH2:16]([CH2:17][CH2:18][CH3:19])[Li:20].[CH2:34]([I:35])[CH2:36][CH2:37][CH3:38].[CH3:21][O:22][c:23]1[cH:24][cH:25][c:26]2[c:31]([cH:32]1)[C:30](=[O:33])[CH2:29][CH2:28][CH2:27]2.[CH3:39][N:40]([P:41]([N:42]([CH3:43])[CH3:44])([N:45]([CH3:46])[CH3:47])=[O:48])[CH3:49].[CH:1]([N-:2][CH:3]([CH3:4])[CH3:5])([CH3:6])[CH3:7].[CH:9]([NH:10][CH:11]([CH3:12])[CH3:13])([CH3:14])[CH3:15].[Cl-:50].[Li+:8].[NH4+:51].[O:52]1[CH2:53][CH2:54][CH2:55][CH2:56]1>>[CH2:16]([CH2:17][CH2:18][CH3:19])[CH:29]1[CH2:28][CH2:27][c:26]2[cH:25][cH:24][c:23]([O:22][CH3:21])[cH:32][c:31]2[C:30]1=[O:33]. The product is CC(C)(C)OC(=O)N1CC=C(c2cccc3c2OCO3)CC1. The reactants are Brc1cccc2c1OCO2, O=C([O-])[O-], CC(C)(C)OC(=O)N1CC=C(B2OC(C)(C)C(C)(C)O2)CC1, COCCOC, [Na+], [Na+], CC(=O)[O-], CC(=O)[O-], O, [Pd+2], c1ccc(P(c2ccccc2)c2ccccc2)cc1. As a reaction SMILES: [Br:23][c:24]1[cH:25][cH:26][cH:27][c:28]2[c:32]1[O:31][CH2:30][O:29]2.[C:33](=[O:34])([O-:35])[O-:36].[CH3:1][C:2]1([CH3:3])[C:4]([CH3:5])([CH3:6])[O:7][B:8]([C:9]2=[CH:10][CH2:11][N:12]([C:15](=[O:16])[O:17][C:18]([CH3:19])([CH3:20])[CH3:21])[CH2:13][CH2:14]2)[O:22]1.[CH3:58][O:59][CH2:60][CH2:61][O:62][CH3:63].[Na+:37].[Na+:38].[O-:66][C:67]([CH3:68])=[O:69].[O-:70][C:71]([CH3:72])=[O:73].[OH2:64].[Pd+2:65].[c:39]1([P:40]([c:41]2[cH:42][cH:43][cH:44][cH:45][cH:46]2)[c:47]2[cH:48][cH:49][cH:50][cH:51][cH:52]2)[cH:53][cH:54][cH:55][cH:56][cH:57]1>>[C:9]1([c:24]2[cH:25][cH:26][cH:27][c:28]3[c:32]2[O:31][CH2:30][O:29]3)=[CH:10][CH2:11][N:12]([C:15](=[O:16])[O:17][C:18]([CH3:19])([CH3:20])[CH3:21])[CH2:13][CH2:14]1. Reactants: COc1cccc(C2C(CO)OC(=O)N2c2ccc(Cl)cc2)c1, ClCCl, c1ccc(-c2nnn[nH]2)cc1, c1ccc(P(c2ccccc2)c2ccccc2)cc1. Product: COc1cccc(C2C(Cn3nnc(-c4ccccc4)n3)OC(=O)N2c2ccc(Cl)cc2)c1. Reaction SMILES: [Cl:1][c:2]1[cH:3][cH:4][c:5]([N:8]2[C:9](=[O:23])[O:10][CH:11]([CH2:21][OH:22])[CH:12]2[c:13]2[cH:14][c:15]([O:19][CH3:20])[cH:16][cH:17][cH:18]2)[cH:6][cH:7]1.[Cl:54][CH2:55][Cl:56].[c:24]1(-[c:30]2[n:31][n:32][n:33][nH:34]2)[cH:25][cH:26][cH:27][cH:28][cH:29]1.[c:35]1([P:36]([c:37]2[cH:38][cH:39][cH:40][cH:41][cH:42]2)[c:43]2[cH:44][cH:45][cH:46][cH:47][cH:48]2)[cH:49][cH:50][cH:51][cH:52][cH:53]1>>[Cl:1][c:2]1[cH:3][cH:4][c:5]([N:8]2[C:9](=[O:23])[O:10][CH:11]([CH2:21][n:32]3[n:31][c:30](-[c:24]4[cH:25][cH:26][cH:27][cH:28][cH:29]4)[n:34][n:33]3)[CH:12]2[c:13]2[cH:14][c:15]([O:19][CH3:20])[cH:16][cH:17][cH:18]2)[cH:6][cH:7]1.